From a dataset of the Open Reaction Database (ORD), a public repository of structured organic reaction records. describe an organic reaction: reactants, conditions, products, and yield The reactants are O=C(N=C=S)c1ccccc1, C1CCOC1, COc1cc(F)c2c(c1)C(N)(CCO)c1cc(Br)ccc1O2. The product is COc1cc(F)c2c(c1)C(CCO)(NC(=S)NC(=O)c1ccccc1)c1cc(Br)ccc1O2. As a reaction SMILES: [C:23]([c:24]1[cH:25][cH:26][cH:27][cH:28][cH:29]1)(=[O:30])[N:31]=[C:32]=[S:33].[CH2:34]1[O:35][CH2:36][CH2:37][CH2:38]1.[NH2:1][C:2]1([CH2:20][CH2:21][OH:22])[c:3]2[cH:4][c:5]([Br:19])[cH:6][cH:7][c:8]2[O:9][c:10]2[c:11]([F:18])[cH:12][c:13]([O:16][CH3:17])[cH:14][c:15]21>>[NH:1]([C:2]1([CH2:20][CH2:21][OH:22])[c:3]2[cH:4][c:5]([Br:19])[cH:6][cH:7][c:8]2[O:9][c:10]2[c:11]([F:18])[cH:12][c:13]([O:16][CH3:17])[cH:14][c:15]21)[C:32]([NH:31][C:23]([c:24]1[cH:25][cH:26][cH:27][cH:28][cH:29]1)=[O:30])=[S:33]. Reactants: OC1=C(C=C(C=C1)NS(=O)(=O)C)C1=CN(C=2N=CN=C(C21)N[C@@H](C)C2=NN1C(C(N2C2=CC=CC=C2)=O)=C(C=C1)C)COCC[Si](C)(C)C ((S)—N-(4-Hydroxy-3-(4-((1-(5-methyl-4-oxo-3-phenyl-3,4-dihydropyrrolo[2,1-f][1,2,4]triazin-2-yl)ethyl)amino)-7-((2-(trimethylsilyl)ethoxy)methyl)-7H-pyrrolo[2,3-d]pyrimidin-5-yl)phenyl)methanesulfonamide), FC(C(=O)O)(F)F (trifluoroacetic acid), N (ammonia). The product is OC1=C(C=C(C=C1)NS(=O)(=O)C)C1=CNC=2N=CN=C(C21)N[C@@H](C)C2=NN1C(C(N2C2=CC=CC=C2)=O)=C(C=C1)C ((S)—N-(4-Hydroxy-3-(4-((1-(5-methyl-4-oxo-3-phenyl-3,4-dihydropyrrolo[2,1-f][1,2,4]triazin-2-yl)ethyl)amino)-7H-pyrrolo[2,3-d]pyrimidin-5-yl)phenyl)methanesulfonamide). Yield: 30.4%. RXN SMILES: [OH:1][C:2]1[CH:7]=[CH:6][C:5]([NH:8][S:9]([CH3:12])(=[O:11])=[O:10])=[CH:4][C:3]=1[C:13]1[C:21]2[C:20]([NH:22][C@H:23]([C:25]3[N:30]([C:31]4[CH:36]=[CH:35][CH:34]=[CH:33][CH:32]=4)[C:29](=[O:37])[C:28]4=[C:38]([CH3:41])[CH:39]=[CH:40][N:27]4[N:26]=3)[CH3:24])=[N:19][CH:18]=[N:17][C:16]=2[N:15](COCC[Si](C)(C)C)[CH:14]=1.FC(F)(F)C(O)=O.N>>[OH:1][C:2]1[CH:7]=[CH:6][C:5]([NH:8][S:9]([CH3:12])(=[O:10])=[O:11])=[CH:4][C:3]=1[C:13]1[C:21]2[C:20]([NH:22][C@H:23]([C:25]3[N:30]([C:31]4[CH:36]=[CH:35][CH:34]=[CH:33][CH:32]=4)[C:29](=[O:37])[C:28]4=[C:38]([CH3:41])[CH:39]=[CH:40][N:27]4[N:26]=3)[CH3:24])=[N:19][CH:18]=[N:17][C:16]=2[NH:15][CH:14]=1. Procedure details: (S)—N-(4-Hydroxy-3-(4-((1-(5-methyl-4-oxo-3-phenyl-3,4-dihydropyrrolo[2,1-f][1,2,4]triazin-2-yl)ethyl)amino)-7-((2-(trimethylsilyl)ethoxy)methyl)-7H-pyrrolo[2,3-d]pyrimidin-5-yl)phenyl)methanesulfonamide (102 mg, 0.15 mmol) was treated with trifluoroacetic acid (2.7 ml, 35.05 mmol) and a solution of ammonia (7N in methanol, 2.7 ml, 19 mmol) according to the method described in Example 27 to give 26 mg (29% yield) of the title compound. Purity 93%. Reactants: ClCCl, N#Cc1ccc2c(c1)CC(N)CN2, O=C=Nc1ccccc1. The product is N#Cc1ccc2c(c1)CC(NC(=O)Nc1ccccc1)CN2. Reaction SMILES: [Cl:23][CH2:24][Cl:25].[NH2:1][CH:2]1[CH2:3][NH:4][c:5]2[cH:6][cH:7][c:8]([C:12]#[N:13])[cH:9][c:10]2[CH2:11]1.[O:14]=[C:15]=[N:16][c:17]1[cH:18][cH:19][cH:20][cH:21][cH:22]1>>[NH:1]([CH:2]1[CH2:3][NH:4][c:5]2[cH:6][cH:7][c:8]([C:12]#[N:13])[cH:9][c:10]2[CH2:11]1)[C:15](=[O:14])[NH:16][c:17]1[cH:18][cH:19][cH:20][cH:21][cH:22]1. Starting materials: [H-].[Na+] (Sodium hydride), CN([C@@H]1CC[C@H](CC1)O)C (trans-4-(dimethylamino)cyclohexan-1-ol), ClC=1C=CC=C2SC=3CCCC3C12 (12-chloro-7-thiatricyclo[6.4.0.0^[2,6]]dodeca-1(12),2(6),8,10-tetraene). The solvent is CN(C)C=O (DMF), CN(C)C=O (DMF). Run at temperature 80 celsius, time 2 hour. Product: CN(C1CCC(CC1)OC=1C=CC=C2SC=3CCCC3C12)C (N,N-dimethyl-4-[7-thiatricyclo[6.4.0.0^[2,6]]dodeca-1(12),2(6),8,10-tetraen-12-yloxy]cyclohexan-1-amine). Yield: 31.6%. As a reaction SMILES: [H-].[Na+].[CH3:3][N:4]([CH3:12])[C@H:5]1[CH2:10][CH2:9][C@H:8]([OH:11])[CH2:7][CH2:6]1.Cl[C:14]1[CH:15]=[CH:16][CH:17]=[C:18]2[C:25]=1[C:24]1[CH2:23][CH2:22][CH2:21][C:20]=1[S:19]2>CN(C=O)C>[CH3:3][N:4]([CH3:12])[CH:5]1[CH2:10][CH2:9][CH:8]([O:11][C:14]2[CH:15]=[CH:16][CH:17]=[C:18]3[C:25]=2[C:24]2[CH2:23][CH2:22][CH2:21][C:20]=2[S:19]3)[CH2:7][CH2:6]1 |f:0.1|. Procedure: Sodium hydride (69 mg, 1.73 mmol, 3.00 equiv, 60% dispersion in mineral oil) was treated with trans-4-(dimethylamino)cyclohexan-1-ol (164 mg, 1.15 mmol, 2.00 equiv) in distilled DMF (15 mL) at room temperature for 1 h under nitrogen. Then a solution of 12-chloro-7-thiatricyclo[6.4.0.0^[2,6]]dodeca-1(12),2(6),8,10-tetraene (120 mg, 0.57 mmol, 1.00 equiv) in 3 mL of DMF was added via syringe and the resulting solution was stirred for 2 h at 80° C. in an oil bath. After cooling, the reaction was qu...